Dataset: the Open Reaction Database (ORD), a public repository of structured organic reaction records. Task: describe an organic reaction: reactants, conditions, products, and yield Starting materials: [Br-], C1CCOC1, Cc1ccnc([Mg+])c1, CN(C)C=O. Product: Cc1ccnc(C=O)c1. RXN SMILES: [Br-:1].[CH2:10]1[CH2:12][CH2:11][CH2:13][O:14]1.[CH3:2][c:3]1[cH:4][c:5]([Mg+:9])[n:6][cH:7][cH:8]1.[O:15]=[CH:16][N:17]([CH3:18])[CH3:19]>>[CH3:2][c:3]1[cH:4][c:5]([CH:13]=[O:14])[n:6][cH:7][cH:8]1. Starting materials: O=C([O-])[O-], O=Cc1ccc(O)c(OCc2ccccc2)c1, CN(C)C=O, CCOC(C)=O, [Cs+], [Cs+], FC(F)(F)c1ccc(CBr)cc1. Yields the product O=Cc1ccc(OCc2ccc(C(F)(F)F)cc2)c(OCc2ccccc2)c1. Reaction SMILES: [C:30](=[O:31])([O-:32])[O-:33].[CH2:13]([c:14]1[cH:15][cH:16][cH:17][cH:18][cH:19]1)[O:20][c:21]1[cH:22][c:23]([CH:24]=[O:25])[cH:26][cH:27][c:28]1[OH:29].[CH3:36][N:37]([CH3:38])[CH:39]=[O:40].[CH3:41][CH2:42][O:43][C:44](=[O:45])[CH3:46].[Cs+:34].[Cs+:35].[F:1][C:2]([c:3]1[cH:4][cH:5][c:6]([CH2:7][Br:8])[cH:9][cH:10]1)([F:11])[F:12]>>[F:1][C:2]([c:3]1[cH:4][cH:5][c:6]([CH2:7][O:29][c:28]2[c:21]([O:20][CH2:13][c:14]3[cH:15][cH:16][cH:17][cH:18][cH:19]3)[cH:22][c:23]([CH:24]=[O:25])[cH:26][cH:27]2)[cH:9][cH:10]1)([F:11])[F:12]. Isolated yield 22.1%. Procedure: A mixture of 2-naphthalenethiol (12.94 g), 3-bromopropiophenone (17.35 g), cuprous oxide (5.83 g), sodium hydroxide (3.24 g) and dimethylformamide (130 ml) was heated to reflux for 18 hours. The mixture was concentrated and the residue was partitioned between diethyl ether and water. The organic phase was dried (MgSO4) and evaporated. The residue was dissolved in a mixture of ethyl acetate and hexane and treated with charcoal. The solution was filtered and evaporated. The residue was recrystalli... Solvent: CN(C=O)C (dimethylformamide). Reaction SMILES: [CH:1]1[C:10]2[C:5](=[CH:6][CH:7]=[CH:8][CH:9]=2)[CH:4]=[CH:3][C:2]=1[SH:11].Br[CH2:13][CH2:14][C:15]([C:17]1[CH:22]=[CH:21][CH:20]=[CH:19][CH:18]=1)=[O:16].[OH-].[Na+]>CN(C)C=O>[CH:1]1[C:10]2[C:5](=[CH:6][CH:7]=[CH:8][CH:9]=2)[CH:4]=[CH:3][C:2]=1[S:11][CH2:13][CH2:14][C:15]([C:17]1[CH:22]=[CH:21][CH:20]=[CH:19][CH:18]=1)=[O:16] |f:2.3|. The reactants are C1=C(C=CC2=CC=CC=C12)S (2-naphthalenethiol), BrCCC(=O)C1=CC=CC=C1 (3-bromopropiophenone), cuprous oxide, [OH-].[Na+] (sodium hydroxide). Product: C1=C(C=CC2=CC=CC=C12)SCCC(=O)C1=CC=CC=C1 (3-(naphth-2-ylthio)propiophenone).